Dataset: the Open Reaction Database (ORD), a public repository of structured organic reaction records. Task: describe an organic reaction: reactants, conditions, products, and yield Reactants: CS(=O)(=O)C=1C=C(C=CC1)NC(=O)C=1C=NN2C1N=C(C=C2Cl)C2=CC=C(C=C2)Cl (7-Chloro-5-(4-chloro-phenyl)-pyrazolo[1,5-a]pyrimidine-3-carboxylic acid(3-methanesulfonyl-phenyl)-amide), C[O-].[Na+] (sodium methoxide). Solvent: CO (methanol). Yields the product CS(=O)(=O)C=1C=C(C=CC1)NC(=O)C=1C=NN2C1N=C(C=C2OC)C2=CC=C(C=C2)Cl (5-(4-Chloro-phenyl)-7-methoxy-pyrazolo[1,5-a]pyrimidine-3-carboxylic acid(3-methanesulfonyl-phenyl)-amide). Reaction SMILES: [CH3:1][S:2]([C:5]1[CH:6]=[C:7]([NH:11][C:12]([C:14]2[CH:15]=[N:16][N:17]3[C:22](Cl)=[CH:21][C:20]([C:24]4[CH:29]=[CH:28][C:27]([Cl:30])=[CH:26][CH:25]=4)=[N:19][C:18]=23)=[O:13])[CH:8]=[CH:9][CH:10]=1)(=[O:4])=[O:3].[CH3:31][O-:32].[Na+]>CO>[CH3:1][S:2]([C:5]1[CH:6]=[C:7]([NH:11][C:12]([C:14]2[CH:15]=[N:16][N:17]3[C:22]([O:32][CH3:31])=[CH:21][C:20]([C:24]4[CH:29]=[CH:28][C:27]([Cl:30])=[CH:26][CH:25]=4)=[N:19][C:18]=23)=[O:13])[CH:8]=[CH:9][CH:10]=1)(=[O:4])=[O:3] |f:1.2|. Reported procedure: The title compound was prepared by stirring 7-chloro-5-(4-chloro-phenyl)-pyrazolo[1,5-a]pyrimidine-3-carboxylic acid(3-methanesulfonyl-phenyl)-amide (example 175) (46 mg) with a solution of sodium methoxide (11 mg) in methanol (1.5 mL) for 2 h at 50° C., followed by precipitation of the product by the addition of water (10 mL). Pale-yellow solid. MS (ISP) 457.5 [(M+H)+]; mp 265° C. The reactants are CC(C)O, Cl, NN, O, O=C1c2ccccc2-c2ccccc21. Yields the product NN=C1c2ccccc2-c2ccccc21. Reaction SMILES: [CH3:19][CH:20]([OH:21])[CH3:22].[ClH:18].[NH2:16][NH2:17].[OH2:15].[cH:1]1[cH:2][cH:3][cH:4][c:5]2[c:13]1[C:12](=[O:14])[c:11]1[c:6]-2[cH:7][cH:8][cH:9][cH:10]1>>[cH:1]1[cH:2][cH:3][cH:4][c:5]2[c:13]1[C:12](=[N:16][NH2:17])[c:11]1[c:6]-2[cH:7][cH:8][cH:9][cH:10]1. Starting materials: CS(C)=O, FC(F)=C(F)CCBr, CC(NC(=O)c1c(F)cccc1F)C(=O)O, [Na+], [OH-], O. The product is CC(NC(=O)c1c(F)cccc1F)C(=O)OCCC(F)=C(F)F. As a reaction SMILES: [CH3:27][S:28](=[O:29])[CH3:30].[F:19][C:20]([CH2:21][CH2:22][Br:23])=[C:24]([F:25])[F:26].[F:1][c:2]1[c:3]([C:4](=[O:5])[NH:6][CH:7]([CH3:8])[C:9](=[O:10])[OH:11])[c:12]([F:16])[cH:13][cH:14][cH:15]1.[Na+:18].[OH-:17].[OH2:31]>>[F:1][c:2]1[c:3]([C:4](=[O:5])[NH:6][CH:7]([CH3:8])[C:9](=[O:10])[O:11][CH2:22][CH2:21][C:20]([F:19])=[C:24]([F:25])[F:26])[c:12]([F:16])[cH:13][cH:14][cH:15]1. Reported procedure: In some experiments, an urea/acetic acid-PAGE system (Panyim, S., and Chalkley, R. (1969) High resolution acrylamide gel electrophoresis of histones. Arch. Biochem. Biophys. 130, 337-346) was used instead of SDS-PAGE to compare the effects of SDS on the capacity of the mAbs to detect the heparin lyases in Western blots. Stock solutions used in the preparation of the urea/acetic acid-PAGE gels were prepared as follows. A 60% acrylamide solution was prepared by dissolving 60 g acrylamide and 0.4 g... As a reaction SMILES: [NH2:1][C:2]([NH2:4])=[O:3].[C:5]([OH:8])(=[O:7])[CH3:6].[C:9]([NH2:13])(=[O:12])[CH:10]=[CH2:11].CCCCCCCCCCCCOS([O-])(=O)=O.[Na+].C(NC(=O)C=C)NC(=O)C=C.[CH3:43][N:44]([CH2:46][CH2:47][N:48]([CH3:50])[CH3:49])[CH3:45]>O.NC(N)=O.C(O)(=O)C>[C:9]([NH2:13])(=[O:12])[CH:10]=[CH2:11].[C:5]([OH:8])(=[O:7])[CH3:6].[CH3:43][N:44]([CH2:46][CH2:47][N:48]([CH3:50])[CH3:49])[CH3:45].[NH2:1][C:2]([NH2:4])=[O:3] |f:0.1,3.4,11.12|. The solvent is C(C)(=O)O (acetic acid), NC(=O)N (urea), O (water). Isolated yield 43.2%. Starting materials: C(C=C)(=O)N (acrylamide), CCCCCCCCCCCCOS(=O)(=O)[O-].[Na+] (SDS), CN(C)CCN(C)C (TEMED), NC(=O)N.C(C)(=O)O (urea acetic acid), heparin, C(C=C)(=O)N (acrylamide), C(NC(C=C)=O)NC(C=C)=O (N,N′-methylene bisacrylamide), NC(=O)N.C(C)(=O)O (urea acetic acid), CCCCCCCCCCCCOS(=O)(=O)[O-].[Na+] (SDS). Product: C(C=C)(=O)N (acrylamide), C(C)(=O)O.CN(C)CCN(C)C (acetic acid TEMED), NC(=O)N (urea).